The task is: describe an organic reaction: reactants, conditions, products, and yield. This data is from the Open Reaction Database (ORD), a public repository of structured organic reaction records. The reactants are C1CCNC1, CC(C)=O, CO, CC(=O)c1ccc(C(F)(F)F)cc1O. Product: CC1(C)CC(=O)c2ccc(C(F)(F)F)cc2O1. Reaction SMILES: [CH2:19]1[CH2:20][NH:21][CH2:22][CH2:23]1.[CH3:15][C:16]([CH3:17])=[O:18].[CH3:24][OH:25].[OH:1][c:2]1[c:3]([C:12]([CH3:13])=[O:14])[cH:4][cH:5][c:6]([C:8]([F:9])([F:10])[F:11])[cH:7]1>>[O:1]1[c:2]2[c:3]([cH:4][cH:5][c:6]([C:8]([F:9])([F:10])[F:11])[cH:7]2)[C:12](=[O:14])[CH2:13][C:16]1([CH3:15])[CH3:17]. Starting materials: Cl (hydrochloric acid), [H-].[Na+] (sodium hydride), ClC1=C(C=C(C=C1[N+](=O)[O-])[N+](=O)[O-])C(F)(F)F (2-chloro-3,5-dinitrobenzotrifluoride), ClC1=C(C=CC=C1)NC(OCC)=O (Ethyl 2-chlorophenylcarbamate). The solvent is COCCOCCOC (diglyme). Conditions: time 1 hour. The product is ClC1=C(C=CC=C1)N(C(OCC)=O)C1=C(C=C(C=C1C(F)(F)F)[N+](=O)[O-])[N+](=O)[O-] (ethyl 2-chlorophenyl[2,4-dinitro-6-(trifluoromethyl)phenyl]carbamate). The yield is 92.9%. RXN SMILES: [Cl:1][C:2]1[CH:7]=[CH:6][CH:5]=[CH:4][C:3]=1[NH:8][C:9](=[O:13])[O:10][CH2:11][CH3:12].[H-].[Na+].Cl[C:17]1[C:22]([N+:23]([O-:25])=[O:24])=[CH:21][C:20]([N+:26]([O-:28])=[O:27])=[CH:19][C:18]=1[C:29]([F:32])([F:31])[F:30].Cl>COCCOCCOC>[Cl:1][C:2]1[CH:7]=[CH:6][CH:5]=[CH:4][C:3]=1[N:8]([C:17]1[C:18]([C:29]([F:31])([F:32])[F:30])=[CH:19][C:20]([N+:26]([O-:28])=[O:27])=[CH:21][C:22]=1[N+:23]([O-:25])=[O:24])[C:9](=[O:13])[O:10][CH2:11][CH3:12] |f:1.2|. Procedure: Ethyl 2-chlorophenylcarbamate (62.6 mg) was dissolved in diglyme (1 ml), and to the solution were added sodium hydride (12.6 mg) and 2-chloro-3,5-dinitrobenzotrifluoride (77.1 mg). The reaction mixture was stirred at room temperature for 1 hour. To the reaction mixture was added 1N hydrochloric acid, and the mixture was extracted with ethyl acetate. The organic layer was washed with 1N hydrochloric acid, saturated aqueous sodium bicarbonate solution, and then saturated brine, dried over anhydrou... Starting materials: O (water), C1(CCCCN1)=O (δ-valerolactam), [H-].[Na+] (sodium hydride), mixture 16.7, C(C)OC(CBr)=O (ethylbromoacetate). Solvent: CN(C=O)C (dimethylformamide), C(Cl)Cl (methylene chloride). Conditions: time 30 minute. Product: O=C1N(CCCC1)CC(=O)OCC (Ethyl 2-oxo-1-piperidineacetate). Reaction SMILES: [C:1]1(=[O:7])[NH:6][CH2:5][CH2:4][CH2:3][CH2:2]1.[H-].[Na+].[CH2:10]([O:12][C:13](=[O:16])[CH2:14]Br)[CH3:11].O>CN(C)C=O.C(Cl)Cl>[O:7]=[C:1]1[CH2:2][CH2:3][CH2:4][CH2:5][N:6]1[CH2:14][C:13]([O:12][CH2:10][CH3:11])=[O:16] |f:1.2|. Reported procedure: 9.9 parts of δ-valerolactam (purchased from Aldrich Chemical Co., Milwaukee, Wisc. 53233) were dissolved in 100 part of dimethylformamide. To this solution was added 4.8 parts of a 50% dispersion of sodium hydride in mineral oil (purchased from Callgary Chemical Company, Callgary, Pa.). The reaction mixture was stirred for a period of 30 minutes. To the above reaction mixture 16.7 parts of ethylbromoacetate was added dropwise keeping the temperature less than 25° C during the addition. After the... Starting materials: C(C)(=O)N1[C@H](CCC2=C(C(=CC=C12)C=1C=NN(C1)C1CCN(CC1)C(=O)OC(C)(C)C)OC1=C(C=CC=C1)F)C ((S)-tert-butyl 4-(4-(1-acetyl-5-(2-fluorophenoxy)-2-methyl-1,2,3,4-tetrahydroquinolin-6-yl)-1H-pyrazol-1-yl)piperidine-1-carboxylate), FC(C(=O)O)(F)F (trifluoroacetic acid), C([O-])([O-])=O.[K+].[K+] (potassium carbonate). Solvent: ClCCl (dichloromethane). Reaction conditions: time 2 hour. The product is FC1=C(OC2=C3CC[C@@H](N(C3=CC=C2C=2C=NN(C2)C2CCNCC2)C(C)=O)C)C=CC=C1 ((S)-1-(5-(2-fluorophenoxy)-2-methyl-6-(1-(piperidin-4-yl)-1H-pyrazol-4-yl)-3,4-dihydroquinolin-1(2H)-yl)ethanone). Yield: 46.9%. Reaction SMILES: [C:1]([N:4]1[C:13]2[C:8](=[C:9]([O:32][C:33]3[CH:38]=[CH:37][CH:36]=[CH:35][C:34]=3[F:39])[C:10]([C:14]3[CH:15]=[N:16][N:17]([CH:19]4[CH2:24][CH2:23][N:22](C(OC(C)(C)C)=O)[CH2:21][CH2:20]4)[CH:18]=3)=[CH:11][CH:12]=2)[CH2:7][CH2:6][C@@H:5]1[CH3:40])(=[O:3])[CH3:2].FC(F)(F)C(O)=O.C(=O)([O-])[O-].[K+].[K+]>ClCCl>[F:39][C:34]1[CH:35]=[CH:36][CH:37]=[CH:38][C:33]=1[O:32][C:9]1[C:10]([C:14]2[CH:15]=[N:16][N:17]([CH:19]3[CH2:24][CH2:23][NH:22][CH2:21][CH2:20]3)[CH:18]=2)=[CH:11][CH:12]=[C:13]2[C:8]=1[CH2:7][CH2:6][C@H:5]([CH3:40])[N:4]2[C:1](=[O:3])[CH3:2] |f:2.3.4|. Procedure: A 100-mL round-bottom flask was charged with (S)-tert-butyl 4-(4-(1-acetyl-5-(2-fluorophenoxy)-2-methyl-1,2,3,4-tetrahydroquinolin-6-yl)-1H-pyrazol-1-yl)piperidine-1-carboxylate (370 mg, 0.67 mmol), dichloromethane (10 mL) and trifluoroacetic acid (4 mL). The resulting solution stirred for 2 h at room temperature. The pH value of the solution was adjusted to 8 with saturated aqueous potassium carbonate solution. The resulting mixture was extracted with ethyl acetate. The organic layers were comb...